This data is from the Open Reaction Database (ORD), a public repository of structured organic reaction records. The task is: describe an organic reaction: reactants, conditions, products, and yield Reactants: COC(=O)CO, O=[N+]([O-])c1cc(C(F)(F)F)cnc1Cl, [H-], [Na+], C1CCOC1, O. Yields the product COC(=O)COc1ncc(C(F)(F)F)cc1[N+](=O)[O-]. As a reaction SMILES: [CH3:1][O:2][C:3]([CH2:4][OH:5])=[O:6].[Cl:9][c:10]1[n:11][cH:12][c:13]([C:19]([F:20])([F:21])[F:22])[cH:14][c:15]1[N+:16](=[O:17])[O-:18].[H-:7].[Na+:8].[O:24]1[CH2:25][CH2:26][CH2:27][CH2:28]1.[OH2:23]>>[CH3:1][O:2][C:3]([CH2:4][O:5][c:10]1[n:11][cH:12][c:13]([C:19]([F:20])([F:21])[F:22])[cH:14][c:15]1[N+:16](=[O:17])[O-:18])=[O:6]. Starting materials: O1CCOCC1 (p-dioxane), C(C1=CC=CC=C1)N1C2=CC=C(C=C2C=2C(CCCC12)=O)OC (9-benzyl-6-methoxy-1,2,3,9-tetrahydro-4H-carbazol-4-one), [Br-].[Li+] (lithium bromide), C([O-])([O-])=O.[Li+].[Li+] (lithium carbonate). Reagents/catalysts: [Cu](Cl)Cl (copper (II) chloride). The solvent is C(CO)O (ethylene glycol). Conditions: temperature 80 celsius. Yields the product C(C1=CC=CC=C1)N1C2=CC=C(C=C2C=2C(=CC=CC12)O)OC (9-Benzyl-6-methoxy-9H-carbazol-4-ol). Yield: 59.5%. Reaction SMILES: [CH2:1]([N:8]1[C:20]2[CH2:19][CH2:18][CH2:17][C:16](=[O:21])[C:15]=2[C:14]2[C:9]1=[CH:10][CH:11]=[C:12]([O:22][CH3:23])[CH:13]=2)[C:2]1[CH:7]=[CH:6][CH:5]=[CH:4][CH:3]=1.O1CCOCC1.[Br-].[Li+].C(=O)([O-])[O-].[Li+].[Li+]>C(O)CO.[Cu](Cl)Cl>[CH2:1]([N:8]1[C:20]2[CH:19]=[CH:18][CH:17]=[C:16]([OH:21])[C:15]=2[C:14]2[C:9]1=[CH:10][CH:11]=[C:12]([O:22][CH3:23])[CH:13]=2)[C:2]1[CH:7]=[CH:6][CH:5]=[CH:4][CH:3]=1 |f:2.3,4.5.6|. Procedure: To a mixture of 9-benzyl-6-methoxy-1,2,3,9-tetrahydro-4H-carbazol-4-one (4.23 g, 13.85 mmol) in ethylene glycol: p-dioxane ((1:1) 150 mL) is added copper (II) chloride (9.31 g, 69.26 mmol). The mixture is heated at 80° C. for 30 minutes. The mixture is partitioned between water and Et2O. The layers are separated and the organic layer washed with water (100 mL). The ether layer is dried over anhydrous sodium sulfate, filtered and concentrated. The residue is dissolved in DMF (50 mL) to which is a...